From a dataset of the Open Reaction Database (ORD), a public repository of structured organic reaction records. describe an organic reaction: reactants, conditions, products, and yield The reactants are CCOC(OCC)N(C)C, Cc1ccccc1, N#Cc1c(NCc2ccccc2)n[nH]c1N. Yields the product CN(C)C=Nc1[nH]nc(NCc2ccccc2)c1C#N. As a reaction SMILES: [CH2:17]([O:18][CH:20]([O:19][CH2:24][CH3:25])[N:21]([CH3:22])[CH3:23])[CH3:26].[CH3:27][c:28]1[cH:29][cH:30][cH:31][cH:32][cH:33]1.[NH2:1][c:2]1[c:3]([C:15]#[N:16])[c:4]([NH:7][CH2:8][c:9]2[cH:10][cH:11][cH:12][cH:13][cH:14]2)[n:5][nH:6]1>>[N:1]([c:2]1[c:3]([C:15]#[N:16])[c:4]([NH:7][CH2:8][c:9]2[cH:10][cH:11][cH:12][cH:13][cH:14]2)[n:5][nH:6]1)=[CH:20][N:21]([CH3:22])[CH3:23]. Reactants: C[O-].[Na+].CO (sodium methoxide methanol), C(=O)(OCC)C1=CN=C2N1C(=CC=C2)N (3-carbethoxy-5-aminoimidazo[1,2-a]pyridine), Cl (hydrochloric acid). Solvent: C(C)#N (acetonitrile). Yields the product N1C(C=2N3C(C=CC=C13)=NC2)=O (1,2-Dihydro-1,4,7b-triazacyclopent[cd]inden-2-one). The yield is 180.0%. As a reaction SMILES: [C:1]([C:6]1[N:10]2[C:11]([NH2:15])=[CH:12][CH:13]=[CH:14][C:9]2=[N:8][CH:7]=1)(OCC)=[O:2].C[O-].[Na+].CO.Cl>C(#N)C>[NH:15]1[C:11]2[N:10]3[C:9](=[N:8][CH:7]=[C:6]3[C:1]1=[O:2])[CH:14]=[CH:13][CH:12]=2 |f:1.2.3|. Procedure: To a solution prepared by dissolving 1.44 g (7.0 mM) of 3-carbethoxy-5-aminoimidazo[1,2-a]pyridine in 10 ml of acetonitrile followed by addition of 3.2 ml (14.0 mM) of 25% sodium methoxide-methanol and the mixture was refluxed for 1 hour. After completion of the reaction, 1.15 ml (14.0 mM) of 12N-hydrochloric acid was added to the reaction mixture under ice-cooling and the solvent was thoroughly distilled off under reduced pressure to provide 2.01 g (yield 100%) of a crude product as tan-colored...